From a dataset of the Open Reaction Database (ORD), a public repository of structured organic reaction records. describe an organic reaction: reactants, conditions, products, and yield The reactants are C(CCC)[Li] (n-butyllithium), C1(CCCCN1)=O (delta-valerolactam), C(CCC)[Li] (n-butyllithium), C(=O)=O (dry ice), BrCCC (1-Bromopropane). Run in CCCCCC (hexane), O (water), O1CCCC1 (tetrahydrofuran). Reaction conditions: time 1 hour. The product is C(CC)C1C(=O)NCCC1 (α-propylvalerolactam). Yield: 88.0%. Reaction SMILES: [C:1]1(=[O:7])[NH:6][CH2:5][CH2:4][CH2:3][CH2:2]1.[CH2:8]([Li])[CH2:9][CH2:10]C.C(=O)=O.BrCCC>O1CCCC1.CCCCCC.O>[CH2:8]([CH:2]1[CH2:3][CH2:4][CH2:5][NH:6][C:1]1=[O:7])[CH2:9][CH3:10]. Reported procedure: To delta-valerolactam (10 g) dissolved in 80 ml of dry tetrahydrofuran, under a dry nitrogen atmosphere was deopwise added n-butyllithium (1.6M, 125 ml) in hexane while the reaction mixture was chilled in a dry ice--acetone bath. After all the n-butyllithium was added, the reaction mixture was stirred at room temperature for one hour, refluxed for thirty minutes, and cooled to room temperature. 1-Bromopropane (12.3 g) was slowly added to the reaction mixture while the mixture was chilled in an i... Reactants: Cl, CCCOc1nc(N)c2nc(OC)n(Cc3ccccc3)c2n1, N. The product is CCCOc1nc(N)c2nc(O)n(Cc3ccccc3)c2n1. Reaction SMILES: [ClH:25].[NH2:1][c:2]1[c:3]2[n:4][c:5]([O:22][CH3:23])[n:6]([CH2:15][c:16]3[cH:17][cH:18][cH:19][cH:20][cH:21]3)[c:7]2[n:8][c:9]([O:11][CH2:12][CH2:13][CH3:14])[n:10]1.[NH3:24]>>[NH2:1][c:2]1[c:3]2[n:4][c:5]([OH:22])[n:6]([CH2:15][c:16]3[cH:17][cH:18][cH:19][cH:20][cH:21]3)[c:7]2[n:8][c:9]([O:11][CH2:12][CH2:13][CH3:14])[n:10]1. Reactants: Cc1cc(C(=O)NC(CCCNC(=O)OC(C)(C)C)c2nc3cc(Cl)ccc3[nH]2)ccc1C(=O)N1CCCC1, CO, Cl, ClCCl, O=C(O)C(F)(F)F. The product is Cc1cc(C(=O)NC(CCCN)c2nc3cc(Cl)ccc3[nH]2)ccc1C(=O)N1CCCC1. Reaction SMILES: [C:1]([O:2][C:3](=[O:4])[NH:8][CH2:9][CH2:10][CH2:11][CH:12]([c:13]1[n:14][c:15]2[c:16]([nH:17]1)[cH:18][cH:19][c:20]([Cl:22])[cH:21]2)[NH:23][C:24]([c:25]1[cH:26][c:27]([CH3:38])[c:28]([C:31](=[O:32])[N:33]2[CH2:34][CH2:35][CH2:36][CH2:37]2)[cH:29][cH:30]1)=[O:39])([CH3:5])([CH3:6])[CH3:7].[CH3:48][OH:49].[Cl:47].[Cl:50][CH2:51][Cl:52].[OH:40][C:41]([C:42]([F:43])([F:44])[F:45])=[O:46]>>[NH2:8][CH2:9][CH2:10][CH2:11][CH:12]([c:13]1[n:14][c:15]2[c:16]([nH:17]1)[cH:18][cH:19][c:20]([Cl:22])[cH:21]2)[NH:23][C:24]([c:25]1[cH:26][c:27]([CH3:38])[c:28]([C:31](=[O:32])[N:33]2[CH2:34][CH2:35][CH2:36][CH2:37]2)[cH:29][cH:30]1)=[O:39]. Product: C=CC1CC(O[Si](C)(C)C(C)(C)C)CN1Cc1ccccc1. As a reaction SMILES: [Br-:36].[CH2:7]([c:8]1[cH:9][cH:10][cH:11][cH:12][cH:13]1)[N:14]1[CH:15]([CH:27]=[O:28])[CH2:16][CH:17]([O:19][Si:20]([CH3:21])([CH3:22])[C:23]([CH3:24])([CH3:25])[CH3:26])[CH2:18]1.[CH3:1][C:2]([CH3:3])([O-:4])[CH3:5].[CH3:30][CH2:31][O:32][C:33](=[O:34])[CH3:35].[CH3:37][P+:38]([c:39]1[cH:40][cH:41][cH:42][cH:43][cH:44]1)([c:45]1[cH:46][cH:47][cH:48][cH:49][cH:50]1)[c:51]1[cH:52][cH:53][cH:54][cH:55][cH:56]1.[CH3:57][c:58]1[cH:59][cH:60][cH:61][cH:62][cH:63]1.[CH3:64][CH2:65][CH2:66][CH2:67][CH2:68][CH3:69].[K+:6].[OH2:29]>>[CH2:1]=[CH:27][CH:15]1[N:14]([CH2:7][c:8]2[cH:9][cH:10][cH:11][cH:12][cH:13]2)[CH2:18][CH:17]([O:19][Si:20]([CH3:21])([CH3:22])[C:23]([CH3:24])([CH3:25])[CH3:26])[CH2:16]1. Reactants: [Br-], CC(C)(C)[Si](C)(C)OC1CC(C=O)N(Cc2ccccc2)C1, CC(C)(C)[O-], CCOC(C)=O, C[P+](c1ccccc1)(c1ccccc1)c1ccccc1, Cc1ccccc1, CCCCCC, [K+], O. Reactants: COC=1C=CC=C(C1C=2C=CC=CC2P(C3CCCCC3)C4CCCCC4)OC (SPHOS), C(C(C)C)=O (isobutyraldehyde), C(C(C)C)=O (isobutyraldehyde), COC=1C=CC=C(C1C=2C=CC=CC2P(C3CCCCC3)C4CCCCC4)OC (SPHOS), BrC=1C=C2CCN(C(C2=CC1)=O)CC1=CC=C(C=C1)OC (6-Bromo-2-(4-methoxy-benzyl)-3,4-dihydro-2H-isoquinolin-1-one), COC=1C=CC=C(C1C=2C=CC=CC2P(C3CCCCC3)C4CCCCC4)OC (SPHOS), C([O-])([O-])=O.[Cs+].[Cs+] (cesium carbonate). Reagents/catalysts: C(C)(=O)[O-].[Pd+2].C(C)(=O)[O-] (palladium acetate), C(C)(=O)[O-].[Pd+2].C(C)(=O)[O-] (palladium acetate), C(C)(=O)[O-].[Pd+2].C(C)(=O)[O-] (palladium acetate). The solvent is O1CCOCC1 (dioxane). Run at temperature 80 celsius, time 8 hour. Product: COC1=CC=C(CN2C(C3=CC=C(C=C3CC2)C(C=O)(C)C)=O)C=C1 (2-[2-(4-Methoxy-benzyl)-1-oxo-1,2,3,4-tetrahydro-isoquinolin-6-yl]-2-methyl-propionaldehyde). Yield: 144.3%. As a reaction SMILES: Br[C:2]1[CH:3]=[C:4]2[C:9](=[CH:10][CH:11]=1)[C:8](=[O:12])[N:7]([CH2:13][C:14]1[CH:19]=[CH:18][C:17]([O:20][CH3:21])=[CH:16][CH:15]=1)[CH2:6][CH2:5]2.C[O:23][C:24]1C=CC=[C:28](OC)[C:29]=1[C:30]1C=CC=CC=1P(C1CCCCC1)C1CCCCC1.C(=O)([O-])[O-].[Cs+].[Cs+].C(=O)C(C)C>O1CCOCC1.C([O-])(=O)C.[Pd+2].C([O-])(=O)C>[CH3:21][O:20][C:17]1[CH:18]=[CH:19][C:14]([CH2:13][N:7]2[CH2:6][CH2:5][C:4]3[C:9](=[CH:10][CH:11]=[C:2]([C:29]([CH3:30])([CH3:28])[CH:24]=[O:23])[CH:3]=3)[C:8]2=[O:12])=[CH:15][CH:16]=1 |f:2.3.4,7.8.9|. Procedure: 6-Bromo-2-(4-methoxy-benzyl)-3,4-dihydro-2H-isoquinolin-1-one (5 g, 14.4 mmol), SPHOS (361 mg, 0.06 eq), cesium carbonate (5.65 g, 1.2 eq) and palladium acetate (130 mg, 0.04 eq) were placed in an open sealed tube and taken up in dioxane (58 mL). Argon was bubbled through the solution for about 15 minutes and then isobutyraldehyde (2.9 mL, 2 eq) was added and the mixture was capped and stired at 80° C. overnight. The next day the reaction still was not complete, so additional palladium acetate (... Yields the product N1C(=NC=C1)CN(CC=1NC=CN1)CC1=CC=C(CN2CC3(C[C@H]2C(=O)OCC(=O)N(C)C)CCN(CC3)CC(C)(C)C)C=C1 (2-(dimethylamino)-2-oxoethyl (3S)-2-(4-{[bis(1H-imidazol-2-ylmethyl)amino]methyl}benzyl)-8-(2,2-dimethylpropyl)-2,8-diazaspiro[4.5]decane-3-carboxylate). RXN SMILES: [NH:1]1[CH:5]=[CH:4][N:3]=[C:2]1[CH2:6][N:7]([CH2:14][C:15]1[CH:39]=[CH:38][C:18]([CH2:19][N:20]2[C@H:24]([C:25]([OH:27])=[O:26])[CH2:23][C:22]3([CH2:32][CH2:31][N:30]([CH2:33][C:34]([CH3:37])([CH3:36])[CH3:35])[CH2:29][CH2:28]3)[CH2:21]2)=[CH:17][CH:16]=1)[CH2:8][C:9]1[NH:10][CH:11]=[CH:12][N:13]=1.O[CH2:41][C:42]([N:44]([CH3:46])[CH3:45])=[O:43].C(N(C(C)C)CC)(C)C.C(=O)([O-])O.[Na+]>CN(C)C=O>[NH:1]1[CH:5]=[CH:4][N:3]=[C:2]1[CH2:6][N:7]([CH2:14][C:15]1[CH:16]=[CH:17][C:18]([CH2:19][N:20]2[C@H:24]([C:25]([O:27][CH2:41][C:42]([N:44]([CH3:46])[CH3:45])=[O:43])=[O:26])[CH2:23][C:22]3([CH2:32][CH2:31][N:30]([CH2:33][C:34]([CH3:35])([CH3:36])[CH3:37])[CH2:29][CH2:28]3)[CH2:21]2)=[CH:38][CH:39]=1)[CH2:8][C:9]1[NH:13][CH:12]=[CH:11][N:10]=1 |f:3.4|. Procedure: To an N,N-dimethylformamide (1 mL) solution of the compound (80 mg) obtained in Example 32(5), 2-hydroxy-N,N-dimethylacetoamide (CAS Registry Number: 14658-93-6; 77 mg), diisopropylethylamine (39 μL) and N,N,N′,N′-tetramethyl-O-(7-azobenzotriazol-1-yl)uronium hexafluorophosphate (86 mg) were added. The reaction solution was stirred at room temperature for 16 hours. To this solution, an aqueous saturated sodium hydrogen carbonate solution was added, and the solution was extracted with ethyl aceta... Reaction conditions: time 16 hour. Solvent: CN(C=O)C (N,N-dimethylformamide). The yield is 73.3%. Starting materials: N1C(=NC=C1)CN(CC=1NC=CN1)CC1=CC=C(CN2CC3(C[C@H]2C(=O)O)CCN(CC3)CC(C)(C)C)C=C1 ((3S)-2-(4-{[bis(1H-imidazol-2-ylmethyl)amino]methyl}benzyl)-8-(2,2-dimethylpropyl)-2,8-diazaspiro[4.5]decane-3-carboxylic acid), OCC(=O)N(C)C (2-hydroxy-N,N-dimethylacetoamide), C(C)(C)N(CC)C(C)C (diisopropylethylamine), N,N,N′,N′-tetramethyl-O-(7-azobenzotriazol-1-yl)uronium hexafluorophosphate, C(O)([O-])=O.[Na+] (sodium hydrogen carbonate).